describe an organic reaction: reactants, conditions, products, and yield From a dataset of the Open Reaction Database (ORD), a public repository of structured organic reaction records. The reactants are [Cl-].[NH4+] (ammonium chloride), [Cl-].C1(=CC=CC2=CC=CC=C12)C[P+](C1=CC=CC=C1)(C1=CC=CC=C1)C1=CC=CC=C1 ((1-naphthylmethyl)triphenylphosphonium chloride), C(=O)C=1N=C(SC1)C1CCN(CC1)C(=O)OC(C)(C)C (tert-butyl 4-(4-formyl-1,3-thiazol-2-yl)piperidine-1-carboxylate), CC(C)([O-])C.[K+] (potassium tert.-butoxide). The solvent is O1CCCC1 (tetrahydrofuran). Reaction conditions: temperature 0 celsius, time 10 minute. The product is C1(=CC=CC2=CC=CC=C12)\C=C/C=1N=C(SC1)C1CCN(CC1)C(=O)OC(C)(C)C (tert-Butyl 4-{4-[(Z)-2-(naphthalen-1-yl)ethenyl]-1,3-thiazol-2-yl}piperidine-1-carboxylate). As a reaction SMILES: [Cl-].[C:2]1([CH2:12][P+](C2C=CC=CC=2)(C2C=CC=CC=2)C2C=CC=CC=2)[C:11]2[C:6](=[CH:7][CH:8]=[CH:9][CH:10]=2)[CH:5]=[CH:4][CH:3]=1.CC(C)([O-])C.[K+].[CH:38]([C:40]1[N:41]=[C:42]([CH:45]2[CH2:50][CH2:49][N:48]([C:51]([O:53][C:54]([CH3:57])([CH3:56])[CH3:55])=[O:52])[CH2:47][CH2:46]2)[S:43][CH:44]=1)=O.[Cl-].[NH4+]>O1CCCC1>[C:2]1(/[CH:12]=[CH:38]\[C:40]2[N:41]=[C:42]([CH:45]3[CH2:46][CH2:47][N:48]([C:51]([O:53][C:54]([CH3:57])([CH3:56])[CH3:55])=[O:52])[CH2:49][CH2:50]3)[S:43][CH:44]=2)[C:11]2[C:6](=[CH:7][CH:8]=[CH:9][CH:10]=2)[CH:5]=[CH:4][CH:3]=1 |f:0.1,2.3,5.6|. Procedure: Under argon, (1-naphthylmethyl)triphenylphosphonium chloride (2.96 g) is dissolved in 20 ml of tetrahydrofuran and cooled to 0° C., and potassium tert.-butoxide (757 mg) is added, whereupon the colour of the solution changes to dark-red. After 10 min of stirring, tert-butyl 4-(4-formyl-1,3-thiazol-2-yl)piperidine-1-carboxylate (1.00 g) is added. The mixture is stirred at 0° C. for another 30 min and then slowly warmed to room temperature. After a further 20 min, saturated ammonium chloride solut...